From a dataset of the Open Reaction Database (ORD), a public repository of structured organic reaction records. describe an organic reaction: reactants, conditions, products, and yield The reactants are CCO, [Li+], [OH-], O, CC1(c2ccc3c(C(F)(F)F)c(OC4CCC(c5ccccc5)CC4)ccc3c2)COC(=O)N1. Product: CC(N)(CO)c1ccc2c(C(F)(F)F)c(OC3CCC(c4ccccc4)CC3)ccc2c1. RXN SMILES: [CH3:37][CH2:38][OH:39].[Li+:35].[OH-:36].[OH2:40].[c:1]1([CH:7]2[CH2:8][CH2:9][CH:10]([O:13][c:14]3[c:15]([C:31]([F:32])([F:33])[F:34])[c:16]4[cH:17][cH:18][c:19]([C:24]5([CH3:30])[NH:25][C:26](=[O:29])[O:27][CH2:28]5)[cH:20][c:21]4[cH:22][cH:23]3)[CH2:11][CH2:12]2)[cH:2][cH:3][cH:4][cH:5][cH:6]1>>[c:1]1([CH:7]2[CH2:8][CH2:9][CH:10]([O:13][c:14]3[c:15]([C:31]([F:32])([F:33])[F:34])[c:16]4[cH:17][cH:18][c:19]([C:24]([NH2:25])([CH2:28][OH:27])[CH3:30])[cH:20][c:21]4[cH:22][cH:23]3)[CH2:11][CH2:12]2)[cH:2][cH:3][cH:4][cH:5][cH:6]1.